From a dataset of the Open Reaction Database (ORD), a public repository of structured organic reaction records. describe an organic reaction: reactants, conditions, products, and yield As a reaction SMILES: [CH2:1]([O:2][C:3](=[O:4])[NH:11][CH:12]([CH:13]([C:14](=[O:15])[NH:16][CH:17]([CH3:18])[C:19](=[O:20])[N:21]1[CH:22]([C:23](=[O:24])[OH:25])[CH2:26][CH2:27][CH2:28]1)[OH:29])[CH2:30][c:31]1[cH:32][cH:33][cH:34][cH:35][cH:36]1)[c:5]1[cH:6][cH:7][cH:8][cH:9][cH:10]1.[CH3:39][OH:40].[H:37][H:38].[OH2:41]>>[NH2:11][CH:12]([CH:13]([C:14](=[O:15])[NH:16][CH:17]([CH3:18])[C:19](=[O:20])[N:21]1[CH:22]([C:23](=[O:24])[OH:25])[CH2:26][CH2:27][CH2:28]1)[OH:29])[CH2:30][c:31]1[cH:32][cH:33][cH:34][cH:35][cH:36]1. The reactants are CC(NC(=O)C(O)C(Cc1ccccc1)NC(=O)OCc1ccccc1)C(=O)N1CCCC1C(=O)O, CO, [H][H], O. Yields the product CC(NC(=O)C(O)C(N)Cc1ccccc1)C(=O)N1CCCC1C(=O)O. The reactants are N#Cc1ncccc1F, C[S-], [Na+], CN(C)C=O, O. Yields the product CSc1cccnc1C#N. As a reaction SMILES: [C:1](#[N:2])[c:3]1[n:4][cH:5][cH:6][cH:7][c:8]1[F:9].[CH3:10][S-:11].[Na+:12].[O:13]=[CH:14][N:15]([CH3:16])[CH3:17].[OH2:18]>>[C:1](#[N:2])[c:3]1[n:4][cH:5][cH:6][cH:7][c:8]1[S:11][CH3:10]. Reaction SMILES: [CH2:1]([CH3:2])[O:3][C:4](=[O:5])[c:6]1[c:7]([C:36](=[O:37])[O:38][CH2:39][CH3:40])[c:8](-[c:27]2[cH:28][cH:29][c:30]([N+:33]([O-:34])=[O:35])[cH:31][cH:32]2)[n:9]2[n:10][c:11]([N:21]3[CH2:22][CH2:23][O:24][CH2:25][CH2:26]3)[cH:12][c:13](-[c:15]3[cH:16][cH:17][cH:18][cH:19][cH:20]3)[c:14]12.[CH3:41][CH2:42][OH:43]>>[CH2:1]([CH3:2])[O:3][C:4](=[O:5])[c:6]1[c:7]([C:36](=[O:37])[O:38][CH2:39][CH3:40])[c:8](-[c:27]2[cH:28][cH:29][c:30]([NH2:33])[cH:31][cH:32]2)[n:9]2[n:10][c:11]([N:21]3[CH2:22][CH2:23][O:24][CH2:25][CH2:26]3)[cH:12][c:13](-[c:15]3[cH:16][cH:17][cH:18][cH:19][cH:20]3)[c:14]12. Yields the product CCOC(=O)c1c(C(=O)OCC)c2c(-c3ccccc3)cc(N3CCOCC3)nn2c1-c1ccc(N)cc1. Starting materials: CCOC(=O)c1c(C(=O)OCC)c2c(-c3ccccc3)cc(N3CCOCC3)nn2c1-c1ccc([N+](=O)[O-])cc1, CCO.